Dataset: the Open Reaction Database (ORD), a public repository of structured organic reaction records. Task: describe an organic reaction: reactants, conditions, products, and yield The reactants are FC1=C(C#N)C=CC(=C1)C(C=1N=CN(C1)C(C1=CC=CC=C1)(C1=CC=CC=C1)C1=CC=CC=C1)O (2-Fluoro-4-[hydroxy-(1-trityl-1H-imidazol-4-yl)-methyl]-benzonitrile), N1=CC=CC=C1 (pyridine), C(C)(=O)OC(C)=O (acetic anhydride). Run in CN(C)C=O (DMF). The product is C(#N)C1=C(C=C(C=C1)C(C=1N=CN(C1)C(C1=CC=CC=C1)(C1=CC=CC=C1)C1=CC=CC=C1)OC(C)=O)F (Acetic Acid (4-Cyano-3-fluoro-phenyl)-(1-trityl-1H-imidazol-4-yl)-methyl Ester). Reaction SMILES: [F:1][C:2]1[CH:9]=[C:8]([CH:10]([OH:35])[C:11]2[N:12]=[CH:13][N:14]([C:16]([C:29]3[CH:34]=[CH:33][CH:32]=[CH:31][CH:30]=3)([C:23]3[CH:28]=[CH:27][CH:26]=[CH:25][CH:24]=3)[C:17]3[CH:22]=[CH:21][CH:20]=[CH:19][CH:18]=3)[CH:15]=2)[CH:7]=[CH:6][C:3]=1[C:4]#[N:5].N1C=CC=CC=1.[C:42](OC(=O)C)(=[O:44])[CH3:43]>CN(C=O)C>[C:4]([C:3]1[CH:6]=[CH:7][C:8]([CH:10]([O:35][C:42](=[O:44])[CH3:43])[C:11]2[N:12]=[CH:13][N:14]([C:16]([C:23]3[CH:24]=[CH:25][CH:26]=[CH:27][CH:28]=3)([C:17]3[CH:22]=[CH:21][CH:20]=[CH:19][CH:18]=3)[C:29]3[CH:34]=[CH:33][CH:32]=[CH:31][CH:30]=3)[CH:15]=2)=[CH:9][C:2]=1[F:1])#[N:5]. Procedure: 2-Fluoro-4-[hydroxy-(1-trityl-1H-imidazol-4-yl)-methyl]-benzonitrile (4.05 g, 8.81 mmol), pyridine (2.14 mL, 26.4 mmol), and acetic anhydride (12.5 mL, 132 mmol) were stirred in anhydrous DMF (60 mL) for 3 h under Ar. The reaction was concentrated in uacuo, diluted with EtOAc (250 mL), washed with H2O (2×), brine, dried (MgSO4) and concentrated to give the title compound. The reactants are CCOC(C)O, COc1cc2c(Cl)c(C#N)cnc2c(OC)c1OC, Cc1ccc(N)cc1O, [Na+], [Na+], O=C([O-])[O-], O. Yields the product COc1cc2c(Nc3ccc(C)c(O)c3)c(C#N)cnc2c(OC)c1OC. RXN SMILES: [CH2:29]([O:30][CH:31]([OH:32])[CH3:33])[CH3:34].[Cl:1][c:2]1[c:3]([C:18]#[N:19])[cH:4][n:5][c:6]2[c:7]([O:16][CH3:17])[c:8]([O:14][CH3:15])[c:9]([O:12][CH3:13])[cH:10][c:11]12.[NH2:20][c:21]1[cH:22][cH:23][c:24]([CH3:28])[c:25]([OH:27])[cH:26]1.[Na+:35].[Na+:36].[O-:37][C:38](=[O:39])[O-:40].[OH2:41]>>[c:2]1([NH:20][c:21]2[cH:22][cH:23][c:24]([CH3:28])[c:25]([OH:27])[cH:26]2)[c:3]([C:18]#[N:19])[cH:4][n:5][c:6]2[c:7]([O:16][CH3:17])[c:8]([O:14][CH3:15])[c:9]([O:12][CH3:13])[cH:10][c:11]12.